From a dataset of the Open Reaction Database (ORD), a public repository of structured organic reaction records. describe an organic reaction: reactants, conditions, products, and yield Reactants: C(Br)(Br)(Br)Br (carbon tetrabromide), C1(=CC=CC=C1)P(C1=CC=CC=C1)C1=CC=CC=C1 (triphenylphosphine), ClC1=CC=C(C=C1)C(CCO)/C(=C(/CC1=CC(=CC=C1)OC1=CC=CC=C1)\F)/F ((4E)-3-(4-chlorophenyl)-4,5-difluoro-6-(3-phenoxyphenyl)-4-hexen-1-ol), C(Br)(Br)(Br)Br (carbon tetrabromide), C1(=CC=CC=C1)P(C1=CC=CC=C1)C1=CC=CC=C1 (triphenylphosphine). Solvent: CCOCC (ether). Reaction conditions: time 8 hour. Yields the product BrCCC(\C(=C(\CC1=CC(=CC=C1)OC1=CC=CC=C1)/F)\F)C1=CC=C(C=C1)Cl (1-[(2E)-6-bromo-4-(4-chlorophenyl)-2,3-difluoro-2-hexenyl]-3-phenoxybenzene). Yield: 69.8%. RXN SMILES: [Cl:1][C:2]1[CH:7]=[CH:6][C:5]([CH:8](/[C:12](/[F:29])=[C:13](\[F:28])/[CH2:14][C:15]2[CH:20]=[CH:19][CH:18]=[C:17]([O:21][C:22]3[CH:27]=[CH:26][CH:25]=[CH:24][CH:23]=3)[CH:16]=2)[CH2:9][CH2:10]O)=[CH:4][CH:3]=1.C(Br)(Br)(Br)[Br:31].C1(P(C2C=CC=CC=2)C2C=CC=CC=2)C=CC=CC=1>CCOCC>[Br:31][CH2:10][CH2:9][CH:8]([C:5]1[CH:6]=[CH:7][C:2]([Cl:1])=[CH:3][CH:4]=1)/[C:12](/[F:29])=[C:13](\[F:28])/[CH2:14][C:15]1[CH:20]=[CH:19][CH:18]=[C:17]([O:21][C:22]2[CH:27]=[CH:26][CH:25]=[CH:24][CH:23]=2)[CH:16]=1. Procedure details: To a stirred solution of (4E)-3-(4-chlorophenyl)-4,5-difluoro-6-(3-phenoxyphenyl)-4-hexen-1-ol (0.10 g, 0.24 mmol) in ether (5 ml) under nitrogen was added carbon tetrabromide (0.085 g, 0.256 mmol), followed by triphenylphosphine (0.067 g, 0.255 mmol), and the resulting mixture was stirred overnight at room temperature. Additional quantities of carbon tetrabromide (0.17 g, 0.51 mmol) and triphenylphosphine (0.134 g, 0.51 mmol) were added, and the reaction mixture was stirred for five hours. The ... The reactants are CN1CCN2c3ccccc3Cn3c(cc4ccccc43)C2C1, Cc1ccccc1, CCOCC, CCOC(=O)Cl. Yields the product CCOC(=O)N1CCN2c3ccccc3Cn3c(cc4ccccc43)C2C1. RXN SMILES: [CH3:1][N:2]1[CH2:3][CH:4]2[N:5]([c:6]3[c:7]([cH:18][cH:19][cH:20][cH:21]3)[CH2:8][n:9]3[c:10]2[cH:11][c:12]2[cH:13][cH:14][cH:15][cH:16][c:17]32)[CH2:22][CH2:23]1.[CH3:30][c:31]1[cH:32][cH:33][cH:34][cH:35][cH:36]1.[CH3:37][CH2:38][O:39][CH2:40][CH3:41].[Cl:24][C:25](=[O:26])[O:27][CH2:28][CH3:29]>>[N:2]1([C:25](=[O:26])[O:27][CH2:28][CH3:29])[CH2:3][CH:4]2[N:5]([c:6]3[c:7]([cH:18][cH:19][cH:20][cH:21]3)[CH2:8][n:9]3[c:10]2[cH:11][c:12]2[cH:13][cH:14][cH:15][cH:16][c:17]32)[CH2:22][CH2:23]1. Solvent: C(Cl)Cl (DCM). The yield is 46.3%. Reported procedure: 3,4-Dichloro-5-methyl-N-[1-(1,3-thiazol-2-yl)piperidin-4-yl]-1H-pyrrole-2-carboxamide (Example 329; 692 mg, 1.93 mmol) was dissolved in anhydrous DCM. Chlorosulfonic acid (513 μl, 7.7 mmol) was added slowly and the mixture was heated at 60° C. for 2 h. The mixture was cooled to 0° C. and water was added, whereupon a brown solid separated. This was filtered and washed well with water, dried in vacuo to give the title compound (393 mg). The reactants are ClS(=O)(=O)O (Chlorosulfonic acid), ClC1=C(NC(=C1Cl)C)C(=O)NC1CCN(CC1)C=1SC=CN1 (3,4-Dichloro-5-methyl-N-[1-(1,3-thiazol-2-yl)piperidin-4-yl]-1H-pyrrole-2-carboxamide), O (water). Run at temperature 60 celsius. Product: ClC1=C(NC(=C1Cl)C)C(=O)NC1CCN(CC1)C=1SC(=CN1)S(=O)(=O)O (2-(4-{[(3,4-Dichloro-5-methyl-1H-pyrrol-2-yl)carbonyl]amino}piperidin-1-yl)-1,3-thiazole-5-sulfonic acid). As a reaction SMILES: [Cl:1][C:2]1[C:6]([Cl:7])=[C:5]([CH3:8])[NH:4][C:3]=1[C:9]([NH:11][CH:12]1[CH2:17][CH2:16][N:15]([C:18]2[S:19][CH:20]=[CH:21][N:22]=2)[CH2:14][CH2:13]1)=[O:10].Cl[S:24]([OH:27])(=[O:26])=[O:25].O>C(Cl)Cl>[Cl:1][C:2]1[C:6]([Cl:7])=[C:5]([CH3:8])[NH:4][C:3]=1[C:9]([NH:11][CH:12]1[CH2:13][CH2:14][N:15]([C:18]2[S:19][C:20]([S:24]([OH:27])(=[O:26])=[O:25])=[CH:21][N:22]=2)[CH2:16][CH2:17]1)=[O:10].